The task is: describe an organic reaction: reactants, conditions, products, and yield. This data is from the Open Reaction Database (ORD), a public repository of structured organic reaction records. Reactants: O=C([O-])[O-], CC(=O)OCc1nc(C#N)ccc1C, CO, [K+], [K+]. Yields the product Cc1ccc(C#N)nc1CO. Reaction SMILES: [C:1](=[O:2])([O-:3])[O-:4].[C:7](=[O:8])([CH3:9])[O:10][CH2:11][c:12]1[n:13][c:14]([C:19]#[N:20])[cH:15][cH:16][c:17]1[CH3:18].[CH3:21][OH:22].[K+:5].[K+:6]>>[OH:10][CH2:11][c:12]1[n:13][c:14]([C:19]#[N:20])[cH:15][cH:16][c:17]1[CH3:18]. Starting materials: COC(=O)c1cccc2c1nc(C(=O)Nc1ccc(N3CCOCC3=O)cc1)n2Cc1cccc(OC)c1, CO. The product is COc1cccc(Cn2c(C(=O)Nc3ccc(N4CCOCC4=O)cc3)nc3c(C(=O)O)cccc32)c1. Reaction SMILES: [CH3:1][O:2][C:3](=[O:4])[c:5]1[cH:6][cH:7][cH:8][c:9]2[n:10]([CH2:30][c:31]3[cH:32][c:33]([O:37][CH3:38])[cH:34][cH:35][cH:36]3)[c:11]([C:14]([NH:15][c:16]3[cH:17][cH:18][c:19]([N:22]4[C:23](=[O:28])[CH2:24][O:25][CH2:26][CH2:27]4)[cH:20][cH:21]3)=[O:29])[n:12][c:13]12.[CH3:39][OH:40]>>[O:2]=[C:3]([OH:4])[c:5]1[cH:6][cH:7][cH:8][c:9]2[n:10]([CH2:30][c:31]3[cH:32][c:33]([O:37][CH3:38])[cH:34][cH:35][cH:36]3)[c:11]([C:14]([NH:15][c:16]3[cH:17][cH:18][c:19]([N:22]4[C:23](=[O:28])[CH2:24][O:25][CH2:26][CH2:27]4)[cH:20][cH:21]3)=[O:29])[n:12][c:13]12. The reactants are CC(C)O (2-propanol), CC(=O)C (acetone), CCO[Si](OCC)(OCC)OCC (TEOS), C1(=CC=CC=C1)[Si](OCC)(OCC)OCC (phenyltriethoxysilane), C(C)O (ethanol), C(CCC)O (Butanol), CC(=O)C (acetone), CC(C)O (2-propanol). Run in C(C)(=O)O (acetic acid), O (water). The product is C1(=CC=CC=C1)[Si](OCCCC)(OCCCC)OCCCC (phenyltributoxysilane). As a reaction SMILES: C[CH:2](O)[CH3:3].C[C:6]([CH3:8])=O.[CH3:9][CH2:10]O[Si](OCC)(OCC)OCC.[C:22]1([Si:28]([O:35][CH2:36][CH3:37])([O:32][CH2:33][CH3:34])[O:29][CH2:30][CH3:31])[CH:27]=[CH:26][CH:25]=[CH:24][CH:23]=1.C(O)CCC.C(O)C>O.C(O)(=O)C>[C:22]1([Si:28]([O:35][CH2:36][CH2:37][CH2:2][CH3:3])([O:29][CH2:30][CH2:31][CH2:6][CH3:8])[O:32][CH2:33][CH2:34][CH2:9][CH3:10])[CH:23]=[CH:24][CH:25]=[CH:26][CH:27]=1. Procedure: In a 1-liter flask 297 grams (4.798 moles) 2-propanol, 148 grams (2.558 moles) acetone, 123 grams (0.593 moles) TEOS, 104 grams (0.432 moles) phenyltriethoxysilane, 0.6 grams 1.0 M, 10 M and pure acetic acid (added to three separate solutions, respectively) and 72 grams deionized water were combined. In two other solutions containing 10 M acetic acid, 90 g and 110 g of deionized water were added, respectively. The flask was refluxed and/or heated for 1 to 12 hours. To the solution, 57 grams (0.7... Reactants: C1(CC(CCC1)=O)=O (1,3-cyclohexane dione), C([O-])([O-])=O.[K+].[K+] (potassium carbonate), C1(CCCCC1)N=C=NC1CCCCC1 (N,N'-dicyclohexylcarbodiimide), ClC1=C(C(=O)O)C=CC(=C1C(=O)OC)S(=O)(=O)C (2-chloro-4-methanesulfonyl-3-methoxycarbonyl benzoic acid). The solvent is C(C)(C)(CC)O (t-amyl alcohol). Reaction conditions: temperature 80 celsius, time 3 hour. The product is ClC1=C(C(=O)C2C(CCCC2=O)=O)C=CC(=C1C(=O)OC)S(=O)(=O)C (2-(2-chloro-4-methanesulfonyl-3-methoxycarbonylbenzoyl)cyclohexane-1,3-dione). The yield is 22.9%. As a reaction SMILES: C(=O)([O-])[O-].[K+].[K+].C1(N=C=NC2CCCCC2)CCCCC1.[Cl:22][C:23]1[C:31]([C:32]([O:34][CH3:35])=[O:33])=[C:30]([S:36]([CH3:39])(=[O:38])=[O:37])[CH:29]=[CH:28][C:24]=1[C:25]([OH:27])=O.[C:40]1(=[O:47])[CH2:45][CH2:44][CH2:43][C:42](=[O:46])[CH2:41]1>C(O)(CC)(C)C>[Cl:22][C:23]1[C:31]([C:32]([O:34][CH3:35])=[O:33])=[C:30]([S:36]([CH3:39])(=[O:38])=[O:37])[CH:29]=[CH:28][C:24]=1[C:25]([CH:41]1[C:42](=[O:46])[CH2:43][CH2:44][CH2:45][C:40]1=[O:47])=[O:27] |f:0.1.2|. Procedure details: 0.28 g of potassium carbonate and 0.77 g of N,N'-dicyclohexylcarbodiimide were added to a solution mixture comprising 1.0 g of 2-chloro-4-methanesulfonyl-3-methoxycarbonyl benzoic acid, 0.38 g of 1,3-cyclohexane dione and 30 ml of t-amyl alcohol. The mixture was stirred at 80° C. for 3 hours. It was concentrated under reduced pressure, and an aqueous potassium carbonate solution was added thereto. Insoluble substances were removed by filtration. The filtrate was washed with chloroform, then acid... The reactants are ClC=1C=NC=C(C1)Cl (3,5-dichloropyridine), S1C(=CC=C1)B(O)O (2-thiophene boronic acid). The product is ClC=1C=C(C=NC1)C=1SC=CC1 (5-Chloro-3-(thiophene-2-yl)pyridine). Yield: 16.0%. As a reaction SMILES: Cl[C:2]1[CH:3]=[N:4][CH:5]=[C:6]([Cl:8])[CH:7]=1.[S:9]1[CH:13]=[CH:12][CH:11]=[C:10]1B(O)O>>[Cl:8][C:6]1[CH:7]=[C:2]([C:10]2[S:9][CH:13]=[CH:12][CH:11]=2)[CH:3]=[N:4][CH:5]=1. Reported procedure: The title compound (0.21 g, 1.08 mmol) was prepared from 3,5-dichloropyridine (1.0 g, 6.76 mmol) and 2-thiophene boronic acid (0.95 g, 7.43 mmol) as described in EXAMPLE 48, Part B. Starting materials: C(C1=CC=CC=C1)N (benzylamine), ClC=1C2=C(N=C(N1)C1=NC=CC=C1)SC(=C2)[N+](=O)[O-] (4-chloro-2-(pyridin-2-yl)-6-nitro-thieno-[2,3-d]-pyrimidine). Yields the product N1=C(C=CC=C1)C=1N=C(C2=C(N1)SC(=C2)[N+](=O)[O-])NCC2=CC=CC=C2 (2-(pyridin-2-yl)-4-benzylamino-6-nitro-thieno-[2,3-d]-pyrimidine). RXN SMILES: [CH2:1]([NH2:8])[C:2]1[CH:7]=[CH:6][CH:5]=[CH:4][CH:3]=1.Cl[C:10]1[C:11]2[CH:24]=[C:23]([N+:25]([O-:27])=[O:26])[S:22][C:12]=2[N:13]=[C:14]([C:16]2[CH:21]=[CH:20][CH:19]=[CH:18][N:17]=2)[N:15]=1>>[N:17]1[CH:18]=[CH:19][CH:20]=[CH:21][C:16]=1[C:14]1[N:15]=[C:10]([NH:8][CH2:1][C:2]2[CH:7]=[CH:6][CH:5]=[CH:4][CH:3]=2)[C:11]2[CH:24]=[C:23]([N+:25]([O-:27])=[O:26])[S:22][C:12]=2[N:13]=1. Procedure: With the procedure of Example 1, the reaction of benzylamine with 4-chloro-2-(pyridin-2-yl)-6-nitro-thieno-[2,3-d]-pyrimidine yields 2-(pyridin-2-yl)-4-benzylamino-6-nitro-thieno-[2,3-d]-pyrimidine. Reactants: COc1ccc(N)cc1, O=C(O)c1cc(Cl)ccc1Cl. Product: COc1ccc(Nc2ccc(Cl)cc2C(=O)O)cc1. RXN SMILES: [CH3:12][O:13][c:14]1[cH:15][cH:16][c:17]([NH2:18])[cH:19][cH:20]1.[Cl:1][c:2]1[c:3]([C:4](=[O:5])[OH:6])[cH:7][c:8]([Cl:11])[cH:9][cH:10]1>>[c:2]1([NH:18][c:17]2[cH:16][cH:15][c:14]([O:13][CH3:12])[cH:20][cH:19]2)[c:3]([C:4](=[O:5])[OH:6])[cH:7][c:8]([Cl:11])[cH:9][cH:10]1. The reactants are C(C)OC(=O)C=1C(N(C2=CC=CC(=C2C1O)N(C)C)C)=O (1,2-Dihydro-4-hydroxy-5-dimethylamino-1-methyl-2-oxo-quinoline-3-carboxylic acid ethyl ester), C(C)NC1=CC=CC=C1 (N-Ethylaniline), C(C)O (ethanol). The solvent is C1(=CC=CC=C1)C (toluene). Product: C(C)N(C(=O)C=1C(N(C2=CC=CC(=C2C1O)N(C)C)C)=O)C1=CC=CC=C1 (N-Ethyl-N-phenyl-1,2-dihydro-5-dimethylamino-4-hydroxy-1-methyl-2-oxo-quinoline-3-carboxamide). Isolated yield 70.7%. RXN SMILES: [CH2:1]([NH:3][C:4]1[CH:9]=[CH:8][CH:7]=[CH:6][CH:5]=1)[CH3:2].C([O:12][C:13]([C:15]1[C:16](=[O:30])[N:17]([CH3:29])[C:18]2[C:23]([C:24]=1[OH:25])=[C:22]([N:26]([CH3:28])[CH3:27])[CH:21]=[CH:20][CH:19]=2)=O)C.C(O)C>C1(C)C=CC=CC=1>[CH2:1]([N:3]([C:4]1[CH:9]=[CH:8][CH:7]=[CH:6][CH:5]=1)[C:13]([C:15]1[C:16](=[O:30])[N:17]([CH3:29])[C:18]2[C:23]([C:24]=1[OH:25])=[C:22]([N:26]([CH3:27])[CH3:28])[CH:21]=[CH:20][CH:19]=2)=[O:12])[CH3:2]. Procedure: N-Ethylaniline (4.4 g, 0.036 mol) was dissolved in 80 ml of toluene. About 30 ml of the solvent was distilled off in order to obtain a dry solution. 1,2-Dihydro-4-hydroxy-5-dimethylamino-1-methyl-2-oxo-quinoline-3-carboxylic acid ethyl ester (3.5 g, 0.012 mol) was added to the boiling solution. The ethanol formed during the reaction was distilled off together with some toluene for about 10 hours. The mixture was cooled to room temperature. The precipitate was collected, washed with cold toluene ... Reactants: C(C1=CC=CC=C1)OCCN1C2=C(C3=C([C@@H](C1=O)NC([C@](C(=O)O)(C)F)=O)C=CC=C3)C=CC=C2 ((S)—N—[(S)-5-(2-benzyloxy-ethyl)-6-oxo-6,7-dihydro-5H-dibenzo[b,d]azepin-7-yl]-2-fluoro-2-methyl-malonamic acid), FC(CCN)(F)F (3,3,3-trifluoropropylamine), oil. Yields the product C(C1=CC=CC=C1)OCCN1C2=C(C3=C([C@@H](C1=O)NC([C@](C(=O)NCCC(F)(F)F)(C)F)=O)C=CC=C3)C=CC=C2 ((R)—N—[(S)-5-(2-Benzyloxy-ethyl)-6-oxo-6,7-dihydro-5H-dibenzo[b,d]azepin-7-yl]-2-fluoro-2-methyl-N′-(3,3,3-trifluoro-propyl)-malonamide). As a reaction SMILES: [CH2:1]([O:8][CH2:9][CH2:10][N:11]1[C:17](=[O:18])[C@@H:16]([NH:19][C:20](=[O:27])[C@@:21]([F:26])([CH3:25])[C:22](O)=[O:23])[C:15]2[CH:28]=[CH:29][CH:30]=[CH:31][C:14]=2[C:13]2[CH:32]=[CH:33][CH:34]=[CH:35][C:12]1=2)[C:2]1[CH:7]=[CH:6][CH:5]=[CH:4][CH:3]=1.[F:36][C:37]([F:42])([F:41])[CH2:38][CH2:39][NH2:40]>>[CH2:1]([O:8][CH2:9][CH2:10][N:11]1[C:17](=[O:18])[C@@H:16]([NH:19][C:20](=[O:27])[C@@:21]([F:26])([CH3:25])[C:22]([NH:40][CH2:39][CH2:38][C:37]([F:42])([F:41])[F:36])=[O:23])[C:15]2[CH:28]=[CH:29][CH:30]=[CH:31][C:14]=2[C:13]2[CH:32]=[CH:33][CH:34]=[CH:35][C:12]1=2)[C:2]1[CH:3]=[CH:4][CH:5]=[CH:6][CH:7]=1. Procedure: Using (S)—N—[(S)-5-(2-benzyloxy-ethyl)-6-oxo-6,7-dihydro-5H-dibenzo[b,d]azepin-7-yl]-2-fluoro-2-methyl-malonamic acid and 3,3,3-trifluoropropylamine, the title compound was prepared in the same manner as described for example 1c. Colorless, viscous oil (72%). MS: m/e=572(M+H+).